Dataset: the Open Reaction Database (ORD), a public repository of structured organic reaction records. Task: describe an organic reaction: reactants, conditions, products, and yield Starting materials: ClC1=NC2=CC=C(C=C2C=C1C(=O)O)Cl (2,6-dichloroquinoline-3-carboxylic acid), OC=1C=C(C[C@H](N)C(=O)O)C=CC1O (3,4-dihydroxy-L-phenylalanine). Product: C(=O)(O)[C@H](CC1=CC(=C(C=C1)O)O)NC1=NC2=CC=C(C=C2C=C1C(=O)O)Cl (2-[(S)-1-Carboxy-2-(3,4-dihydroxy-phenyl)-ethylamino]-6-chloro-quinoline-3-carboxylic acid). Isolated yield 50.0%. Reaction SMILES: Cl[C:2]1[C:11]([C:12]([OH:14])=[O:13])=[CH:10][C:9]2[C:4](=[CH:5][CH:6]=[C:7]([Cl:15])[CH:8]=2)[N:3]=1.[OH:16][C:17]1[CH:18]=[C:19]([CH:26]=[CH:27][C:28]=1[OH:29])[CH2:20][C@@H:21]([C:23]([OH:25])=[O:24])[NH2:22]>>[C:23]([C@@H:21]([NH:22][C:2]1[C:11]([C:12]([OH:14])=[O:13])=[CH:10][C:9]2[C:4](=[CH:5][CH:6]=[C:7]([Cl:15])[CH:8]=2)[N:3]=1)[CH2:20][C:19]1[CH:26]=[CH:27][C:28]([OH:29])=[C:17]([OH:16])[CH:18]=1)([OH:25])=[O:24]. Reported procedure: In close analogy to the procedure described in Example 1, 2,6-dichloroquinoline-3-carboxylic acid is reacted with 3,4-dihydroxy-L-phenylalanine to provide the title compound in 50% yield as yellow needles (recrystallization from acetone/toluene).